From a dataset of the Open Reaction Database (ORD), a public repository of structured organic reaction records. describe an organic reaction: reactants, conditions, products, and yield Reactants: BrCc1ccccc1, [H-], [Na+], CN(C)C=O, O, Cc1occc(=O)c1O. Yields the product Cc1occc(=O)c1OCc1ccccc1. As a reaction SMILES: [Br:12][CH2:13][c:14]1[cH:15][cH:16][cH:17][cH:18][cH:19]1.[H-:10].[Na+:11].[O:21]=[CH:22][N:23]([CH3:24])[CH3:25].[OH2:20].[OH:1][c:2]1[c:3]([CH3:9])[o:4][cH:5][cH:6][c:7]1=[O:8]>>[O:1]([c:2]1[c:3]([CH3:9])[o:4][cH:5][cH:6][c:7]1=[O:8])[CH2:13][c:14]1[cH:15][cH:16][cH:17][cH:18][cH:19]1.